From a dataset of the Open Reaction Database (ORD), a public repository of structured organic reaction records. describe an organic reaction: reactants, conditions, products, and yield Starting materials: O.NN (Hydrazine hydrate), FeCl3.6H2O, C (charcoal), COC(C)C1N(CCC1)CC1=CC=C(C=C1)[N+](=O)[O-] (2-(1-Methoxy-ethyl)-1-(4-nitro-benzyl)-pyrrolidine). Solvent: CO (MeOH). Conditions: time 4 hour. Yields the product COC(C)C1N(CCC1)CC1=CC=C(C=C1)N (4-[2-(1-Methoxy-ethyl)-pyrrolidin-1-ylmethyl]-phenylamine). As a reaction SMILES: [CH3:1][O:2][CH:3]([CH:5]1[CH2:9][CH2:8][CH2:7][N:6]1[CH2:10][C:11]1[CH:16]=[CH:15][C:14]([N+:17]([O-])=O)=[CH:13][CH:12]=1)[CH3:4].C.O.NN>CO>[CH3:1][O:2][CH:3]([CH:5]1[CH2:9][CH2:8][CH2:7][N:6]1[CH2:10][C:11]1[CH:16]=[CH:15][C:14]([NH2:17])=[CH:13][CH:12]=1)[CH3:4] |f:2.3|. Procedure details: 2-(1-Methoxy-ethyl)-1-(4-nitro-benzyl)-pyrrolidine (250 mg, 0.95 mmol) is dissolved in MeOH (10 mL). To this solution is added FeCl3.6H2O (25 mg, 0.09 mmol) and active charcoal (12 mg, 1.0 mmol). The suspension is heated to reflux. Hydrazine hydrate (1.0 mL) is added, and reflux is continued for 4 h. After the mixture is cooled to room temperature, the active charcoal is filtered off through Celite, and the MeOH is removed under reduced pressure. The residue (200 mg, 90%) is used directly in the... The reactants are C(C)OC([C@H](CCC(=O)OCC1=CC=CC=C1)NC(=O)OC(C)(C)C)=O ((S)-2-tert-butoxycarbonylamino-pentanedioic acid 5-benzyl ester 1-ethyl ester). Reagents/catalysts: [C].[Pd] (palladium-carbon). Run in C(C)O (ethanol). Conditions: time 8 hour. Product: C(C)OC([C@H](CCC(=O)O)NC(=O)OC(C)(C)C)=O ((S)-2-tert-butoxycarbonylamino-pentanedioic acid 1-ethyl ester). Isolated yield 178.9%. Reaction SMILES: [CH2:1]([O:3][C:4](=[O:26])[C@@H:5]([NH:18][C:19]([O:21][C:22]([CH3:25])([CH3:24])[CH3:23])=[O:20])[CH2:6][CH2:7][C:8]([O:10]CC1C=CC=CC=1)=[O:9])[CH3:2]>[C].[Pd].C(O)C>[CH2:1]([O:3][C:4](=[O:26])[C@@H:5]([NH:18][C:19]([O:21][C:22]([CH3:25])([CH3:24])[CH3:23])=[O:20])[CH2:6][CH2:7][C:8]([OH:10])=[O:9])[CH3:2] |f:1.2|. Reported procedure: To a mixture of (S)-2-tert-butoxycarbonylamino-pentanedioic acid 5-benzyl ester 1-ethyl ester (390 mg, 0.67 mmol; 63% purity) described in Manufacturing Example 4-1 and ethanol (4 mL) was added palladium-carbon (40 mg, 0.19 mmol; 50% water content) at room temperature, which was stirred overnight under a hydrogen atmosphere (1 atm) at room temperature. The reaction mixture was replaced with nitrogen and filtered through a Celite pad. The solvent was evaporated from the filtrate under a reduced p... Reactants: Cc1ccc2c(c1Br)C=CC2, O=C([O-])[O-], COCCOC, [Cs+], [Cs+], OB(O)c1cccc2ccccc12, c1ccc(P(c2ccccc2)(c2ccccc2)[Pd](P(c2ccccc2)(c2ccccc2)c2ccccc2)(P(c2ccccc2)(c2ccccc2)c2ccccc2)P(c2ccccc2)(c2ccccc2)c2ccccc2)cc1. Product: Cc1ccc2c(c1-c1cccc3ccccc13)C=CC2. RXN SMILES: [Br:20][c:21]1[c:22]2[c:26]([cH:27][cH:28][c:29]1[CH3:30])[CH2:25][CH:24]=[CH:23]2.[C:14](=[O:15])([O-:16])[O-:17].[CH2:31]([CH2:32][O:33][CH3:34])[O:35][CH3:36].[Cs+:18].[Cs+:19].[c:1]1([B:11]([OH:12])[OH:13])[cH:2][cH:3][cH:4][c:5]2[cH:6][cH:7][cH:8][cH:9][c:10]12.[cH:37]1[cH:38][cH:39][c:40]([P:41]([Pd:42]([P:43]([c:44]2[cH:45][cH:46][cH:47][cH:48][cH:49]2)([c:50]2[cH:51][cH:52][cH:53][cH:54][cH:55]2)[c:56]2[cH:57][cH:58][cH:59][cH:60][cH:61]2)([P:62]([c:63]2[cH:64][cH:65][cH:66][cH:67][cH:68]2)([c:69]2[cH:70][cH:71][cH:72][cH:73][cH:74]2)[c:75]2[cH:76][cH:77][cH:78][cH:79][cH:80]2)[P:81]([c:82]2[cH:83][cH:84][cH:85][cH:86][cH:87]2)([c:88]2[cH:89][cH:90][cH:91][cH:92][cH:93]2)[c:94]2[cH:95][cH:96][cH:97][cH:98][cH:99]2)([c:100]2[cH:101][cH:102][cH:103][cH:104][cH:105]2)[c:106]2[cH:107][cH:108][cH:109][cH:110][cH:111]2)[cH:112][cH:113]1>>[c:1]1(-[c:21]2[c:22]3[c:26]([cH:27][cH:28][c:29]2[CH3:30])[CH2:25][CH:24]=[CH:23]3)[cH:2][cH:3][cH:4][c:5]2[cH:6][cH:7][cH:8][cH:9][c:10]12. Starting materials: COc1ccc(C(=O)O)c(OC)c1, NO. Yields the product COc1ccc(C=NO)c(OC)c1. RXN SMILES: [CH3:1][O:2][c:3]1[c:4]([C:5]([OH:6])=[O:7])[cH:8][cH:9][c:10]([O:12][CH3:13])[cH:11]1.[NH2:14][OH:15]>>[CH3:1][O:2][c:3]1[c:4]([CH:5]=[N:14][OH:15])[cH:8][cH:9][c:10]([O:12][CH3:13])[cH:11]1. Yields the product CC1=NC2=C(C(=CC=C2C=C1)CN1C(SC2=C1C=CC=C2)=S)O (3-(2-methyl-8-hydroxyquinolin-7-ylmethyl)-benzothiazole-2-thione). The reactants are SC=1SC2=C(N1)C=CC=C2 (mercaptobenzothiazole), C(CCC)NCCCC (dibutylamine), C=O (paraformaldehyde), OC=1C=CC=C2C=CC(=NC12)C (8-hydroxyquinaldine). Procedure details: Using the procedure of example 12 33.4 g of mercaptobenzothiazole, 6 g of paraformaldehyde, 31.8 g of 8-hydroxyquinaldine and 2 ml of dibutylamine are reacted to give 64 g of 3-(2-methyl-8-hydroxyquinolin-7-ylmethyl)-benzothiazole-2-thione (compound No. 60) melting at 211°-215°. Reaction SMILES: [SH:1][C:2]1[S:3][C:4]2[CH:10]=[CH:9][CH:8]=[CH:7][C:5]=2[N:6]=1.C=O.[OH:13][C:14]1[CH:15]=[CH:16][CH:17]=[C:18]2[C:23]=1[N:22]=[C:21]([CH3:24])[CH:20]=[CH:19]2.[CH2:25](NCCCC)CCC>>[CH3:24][C:21]1[CH:20]=[CH:19][C:18]2[C:23](=[C:14]([OH:13])[C:15]([CH2:25][N:6]3[C:5]4[CH:7]=[CH:8][CH:9]=[CH:10][C:4]=4[S:3][C:2]3=[S:1])=[CH:16][CH:17]=2)[N:22]=1. As a reaction SMILES: [Cl:23][CH2:24][c:25]1[n:26][cH:27][cH:28][cH:29][cH:30]1.[ClH:22].[I-:38].[K+:37].[Na+:31].[Na+:32].[O-:33][C:34](=[O:35])[O-:36].[O:40]=[CH:41][N:42]([CH3:43])[CH3:44].[OH2:39].[nH:1]1[c:2]([NH:10][CH:11]2[CH2:12][CH2:13][N:14]([C:17](=[O:18])[O:19][CH2:20][CH3:21])[CH2:15][CH2:16]2)[n:3][c:4]2[c:5]1[cH:6][cH:7][cH:8][cH:9]2>>[n:1]1([CH2:24][c:25]2[n:26][cH:27][cH:28][cH:29][cH:30]2)[c:2]([NH:10][CH:11]2[CH2:12][CH2:13][N:14]([C:17](=[O:18])[O:19][CH2:20][CH3:21])[CH2:15][CH2:16]2)[n:3][c:4]2[c:5]1[cH:6][cH:7][cH:8][cH:9]2. Product: CCOC(=O)N1CCC(Nc2nc3ccccc3n2Cc2ccccn2)CC1. Reactants: ClCc1ccccn1, Cl, [I-], [K+], [Na+], [Na+], O=C([O-])[O-], CN(C)C=O, O, CCOC(=O)N1CCC(Nc2nc3ccccc3[nH]2)CC1. The reactants are CC(=O)OC(C)=O, CCOC(C)=O, O=C(CCC1CCNCC1)c1cc2c3c(c1)CCN3C(=O)CC2. Product: CC(=O)N1CCC(CCC(=O)c2cc3c4c(c2)CCN4C(=O)CC3)CC1. Reaction SMILES: [CH3:24][C:25](=[O:26])[O:27][C:28](=[O:29])[CH3:30].[CH3:31][CH2:32][O:33][C:34](=[O:35])[CH3:36].[NH:1]1[CH2:2][CH2:3][CH:4]([CH2:7][CH2:8][C:9](=[O:10])[c:11]2[cH:12][c:13]3[c:18]4[c:19]([cH:20]2)[CH2:21][CH2:22][N:17]4[C:16](=[O:23])[CH2:15][CH2:14]3)[CH2:5][CH2:6]1>>[N:1]1([C:25]([CH3:24])=[O:26])[CH2:2][CH2:3][CH:4]([CH2:7][CH2:8][C:9](=[O:10])[c:11]2[cH:12][c:13]3[c:18]4[c:19]([cH:20]2)[CH2:21][CH2:22][N:17]4[C:16](=[O:23])[CH2:15][CH2:14]3)[CH2:5][CH2:6]1. Reactants: ClCN1C(C=C(C=C1)NC(C1=C(C=C(C=C1)C(F)(F)F)OC1=C(C=C(C=C1)F)C)=O)=O (N-[1-(chloromethyl)-2-oxo-4-pyridyl]-2-(4-fluoro-2-methyl-phenoxy)-4-(trifluoromethyl)benzamide), C(C)(C)(C)OP(=O)(OC(C)(C)C)O[K] (Di-tert-butoxyphosphoryloxypotassium). The reagents and catalysts are [I-].C(CCC)[N+](CCCC)(CCCC)CCCC (tetrabutylammonium iodide). The solvent is C(C)(=O)OCC (ethyl acetate), CN(C=O)C (N,N-dimethylformamide). Reaction conditions: temperature 70 celsius, time 4 hour. The product is P(=O)(OC(C)(C)C)(OC(C)(C)C)OCN1C(C=C(C=C1)NC(C1=C(C=C(C=C1)C(F)(F)F)OC1=C(C=C(C=C1)F)C)=O)=O (di-tert-butyl [4-[[2-(4-fluoro-2-methyl-phenoxy)-4-(trifluoromethyl)benzoyl]amino]-2-oxo-1-pyridyl]methyl phosphate). Isolated yield 45.0%. RXN SMILES: Cl[CH2:2][N:3]1[CH:8]=[CH:7][C:6]([NH:9][C:10](=[O:30])[C:11]2[CH:16]=[CH:15][C:14]([C:17]([F:20])([F:19])[F:18])=[CH:13][C:12]=2[O:21][C:22]2[CH:27]=[CH:26][C:25]([F:28])=[CH:24][C:23]=2[CH3:29])=[CH:5][C:4]1=[O:31].[C:32]([O:36][P:37]([O:44][K])([O:39][C:40]([CH3:43])([CH3:42])[CH3:41])=[O:38])([CH3:35])([CH3:34])[CH3:33]>CN(C)C=O.[I-].C([N+](CCCC)(CCCC)CCCC)CCC.C(OCC)(=O)C>[P:37]([O:44][CH2:2][N:3]1[CH:8]=[CH:7][C:6]([NH:9][C:10](=[O:30])[C:11]2[CH:16]=[CH:15][C:14]([C:17]([F:20])([F:19])[F:18])=[CH:13][C:12]=2[O:21][C:22]2[CH:27]=[CH:26][C:25]([F:28])=[CH:24][C:23]=2[CH3:29])=[CH:5][C:4]1=[O:31])([O:36][C:32]([CH3:35])([CH3:34])[CH3:33])([O:39][C:40]([CH3:42])([CH3:43])[CH3:41])=[O:38] |f:3.4|. Procedure: The crude N-[1-(chloromethyl)-2-oxo-4-pyridyl]-2-(4-fluoro-2-methyl-phenoxy)-4-(trifluoromethyl)benzamide from the previous step was taken up in N,N-dimethylformamide (5 mL). Di-tert-butoxyphosphoryloxypotassium (496.6 mg, 2.0 mmol) and tetrabutylammonium iodide (36.94 mg, 0.10 mmol) were added and the reaction mixture was stirred at 70° C. for 4 hours. The reaction mixture was then diluted with ethyl acetate and washed with water then brine, dried with Na2SO4, filtered and evaporated to dryness...